Task: describe an organic reaction: reactants, conditions, products, and yield. Dataset: the Open Reaction Database (ORD), a public repository of structured organic reaction records Reactants: CC(=O)O, CO, ClCCl, O=C(O)CC(Br)C(Br)c1ccc(-c2ccccc2)cc1. The product is O=C(O)C#Cc1ccc(-c2ccccc2)cc1. As a reaction SMILES: [C:21]([CH3:22])(=[O:23])[OH:24].[CH3:25][OH:26].[Cl:27][CH2:28][Cl:29].[c:1]1(-[c:15]2[cH:16][cH:17][cH:18][cH:19][cH:20]2)[cH:2][cH:3][c:4]([CH:7]([Br:8])[CH:9]([Br:10])[CH2:11][C:12]([OH:13])=[O:14])[cH:5][cH:6]1>>[c:1]1(-[c:15]2[cH:16][cH:17][cH:18][cH:19][cH:20]2)[cH:2][cH:3][c:4]([C:7]#[C:22][C:21](=[O:23])[OH:24])[cH:5][cH:6]1. The reactants are CC(C)(C)OC(=O)COc1cccc(CNCc2ccc(-c3cccnc3)cc2)c1, O=S(=O)(Cl)c1ccccc1. The product is CC(C)(C)OC(=O)COc1cccc(CN(Cc2ccc(-c3cccnc3)cc2)S(=O)(=O)c2ccccc2)c1. RXN SMILES: [C:1]([CH3:2])([CH3:3])([CH3:4])[O:5][C:6]([CH2:7][O:8][c:9]1[cH:10][c:11]([CH2:15][NH:16][CH2:17][c:18]2[cH:19][cH:20][c:21](-[c:24]3[cH:25][n:26][cH:27][cH:28][cH:29]3)[cH:22][cH:23]2)[cH:12][cH:13][cH:14]1)=[O:30].[c:31]1([S:37](=[O:38])(=[O:39])[Cl:40])[cH:32][cH:33][cH:34][cH:35][cH:36]1>>[C:1]([CH3:2])([CH3:3])([CH3:4])[O:5][C:6]([CH2:7][O:8][c:9]1[cH:10][c:11]([CH2:15][N:16]([CH2:17][c:18]2[cH:19][cH:20][c:21](-[c:24]3[cH:25][n:26][cH:27][cH:28][cH:29]3)[cH:22][cH:23]2)[S:37]([c:31]2[cH:32][cH:33][cH:34][cH:35][cH:36]2)(=[O:38])=[O:39])[cH:12][cH:13][cH:14]1)=[O:30]. Starting materials: C1(CC1)COC1=C(C=CC(=N1)C(=O)O)N1CC(C1)(F)F (6-(cyclopropylmethoxy)-5-(3,3-difluoroazetidin-1-yl)picolinic acid), CC(CC(N)C1=NC=CC=C1)C (3-methyl-1-(pyridin-2-yl)butan-1-amine). The product is CC(CC(C1=NC=CC=C1)NC(=O)C1=NC(=C(C=C1)N1CC(C1)(F)F)OCC1CC1)C (6-Cyclopropylmethoxy-5-(3,3-difluoro-azetidin-1-yl)-pyridine-2-carboxylic acid (3-methyl-1-pyridin-2-yl-butyl)-amide). RXN SMILES: [CH:1]1([CH2:4][O:5][C:6]2[N:11]=[C:10]([C:12]([OH:14])=O)[CH:9]=[CH:8][C:7]=2[N:15]2[CH2:18][C:17]([F:20])([F:19])[CH2:16]2)[CH2:3][CH2:2]1.[CH3:21][CH:22]([CH3:32])[CH2:23][CH:24]([C:26]1[CH:31]=[CH:30][CH:29]=[CH:28][N:27]=1)[NH2:25]>>[CH3:21][CH:22]([CH3:32])[CH2:23][CH:24]([NH:25][C:12]([C:10]1[CH:9]=[CH:8][C:7]([N:15]2[CH2:18][C:17]([F:20])([F:19])[CH2:16]2)=[C:6]([O:5][CH2:4][CH:1]2[CH2:2][CH2:3]2)[N:11]=1)=[O:14])[C:26]1[CH:31]=[CH:30][CH:29]=[CH:28][N:27]=1. Procedure: In analogy to the procedure described in Example 293, 6-(cyclopropylmethoxy)-5-(3,3-difluoroazetidin-1-yl)picolinic acid (Example 69 b) and 3-methyl-1-(pyridin-2-yl)butan-1-amine (CAN 825647-69-6) were condensed to the title product. MS (EI): m/e=431.4 [M+H]+. Run in C(C)(C)O (isopropanol). Reported procedure: 11.2 g (0.1 mole) of 1,3-dimethyl-5-pyrazolone and 9.6 g (0.13 mole) of calcium hydroxide were suspended in 165 ml of isopropanol, and with stirring, the suspension was heated under reflux for 30 minutes. The reaction mixture was cooled, and 22.4 g (0.1 mole) of 2,4-dichloro-3-methyl-benzoyl chloride was added dropwise. After the addition, the mixture was heated under reflux for 10 hours. The solvent was distilled off from the reaction mixture, and 40 ml of water was added. The mixture was acidi... Product: ClC1=C(C(=O)C=2C(=NN(C2O)C)C)C=CC(=C1C)Cl (4-(2,4-Dichloro-3-methylbenzoyl)-1,3-dimethyl-5-hydroxypyrazole). Reaction SMILES: [CH3:1][N:2]1[C:6](=[O:7])[CH:5]=[C:4]([CH3:8])[NH:3]1.[OH-].[Ca+2].[OH-].[Cl:12][C:13]1[C:21]([CH3:22])=[C:20]([Cl:23])[CH:19]=[CH:18][C:14]=1[C:15](Cl)=[O:16]>C(O)(C)C>[Cl:12][C:13]1[C:21]([CH3:22])=[C:20]([Cl:23])[CH:19]=[CH:18][C:14]=1[C:15]([C:5]1[C:4]([CH3:8])=[N:3][N:2]([CH3:1])[C:6]=1[OH:7])=[O:16] |f:1.2.3|. The reactants are CN1NC(=CC1=O)C (1,3-dimethyl-5-pyrazolone), [OH-].[Ca+2].[OH-] (calcium hydroxide), ClC1=C(C(=O)Cl)C=CC(=C1C)Cl (2,4-dichloro-3-methyl-benzoyl chloride). Yield: 49.8%. RXN SMILES: [H-].C([Al+]CC(C)C)C(C)C.[Br:11][CH:12]1[N:16]([CH2:17][C:18]#[C:19][CH3:20])[C:15]([C:21]([O:23][CH3:24])=[O:22])=[C:14]([C:25](OC)=[O:26])[NH:13]1>O1CCCC1>[Br:11][C:12]1[N:16]([CH2:17][C:18]#[C:19][CH3:20])[C:15]([C:21]([O:23][CH3:24])=[O:22])=[C:14]([CH:25]=[O:26])[N:13]=1 |f:0.1|. Reactants: [H-].C(C(C)C)[Al+]CC(C)C (diisobutylaluminium hydride), BrC1NC(=C(N1CC#CC)C(=O)OC)C(=O)OC (dimethyl 2-bromo-3-(2-butyn-1-yl)-1H-imidazole-4,5-dicarboxylate), [H-].C(C(C)C)[Al+]CC(C)C (diisobutylaluminium hydride). Conditions: temperature -65 celsius, time 2 hour. The product is BrC1=NC(=C(N1CC#CC)C(=O)OC)C=O (methyl 2-bromo-3-(2-butyn-1-yl)-5-formyl-3H-imidazole-4-carboxylate). Run in O1CCCC1 (tetrahydrofuran). Reported procedure: 45 ml diisobutylaluminium hydride solution (1M in toluene) are added dropwise to 12.45 g dimethyl 2-bromo-3-(2-butyn-1-yl)-1H-imidazole-4,5-dicarboxylate in 150 ml of tetrahydrofuran under an argon atmosphere at −65° C. The reaction mixture is stirred for two hours at −65° C., then another 9 ml diisobutylaluminium hydride solution are added. After another hour the reaction mixture is quenched at −65° C. with a mixture of 1 M hydrochloric acid and tetrahydrofuran (1:1) and stirred for ten minutes...